From a dataset of the Open Reaction Database (ORD), a public repository of structured organic reaction records. describe an organic reaction: reactants, conditions, products, and yield The reactants are CS(=O)(=O)c1ccc(CBr)cc1, CCOC(=O)CC(=O)CC, CC(C)(C)[O-], CC(C)(C)O, [K+], C1CCOC1, O. Product: CCOC(=O)C(Cc1ccc(S(C)(=O)=O)cc1)C(=O)CC. Reaction SMILES: [Br:22][CH2:23][c:24]1[cH:25][cH:26][c:27]([S:30](=[O:31])(=[O:32])[CH3:33])[cH:28][cH:29]1.[CH2:12]([CH3:13])[O:14][C:15]([CH2:16][C:17]([CH2:18][CH3:19])=[O:20])=[O:21].[CH3:1][C:2]([CH3:3])([O-:4])[CH3:5].[CH3:7][C:8]([OH:9])([CH3:10])[CH3:11].[K+:6].[O:34]1[CH2:35][CH2:36][CH2:37][CH2:38]1.[OH2:39]>>[CH2:12]([CH3:13])[O:14][C:15]([CH:16]([C:17]([CH2:18][CH3:19])=[O:20])[CH2:23][c:24]1[cH:25][cH:26][c:27]([S:30](=[O:31])(=[O:32])[CH3:33])[cH:28][cH:29]1)=[O:21]. Reactants: NC=1SC=C(N1)C1=CC=C(C=C1)[N+](=O)[O-] (2-amino-4-p-nitrophenylthiazole), C(O)([O-])=O.[Na+] (sodium hydrogen carbonate), ClC(=O)OCC(Cl)(Cl)Cl (2,2,2-trichloroethyl chloroformate). Solvent: C(C)OCC (diethyl ether), CC(=O)C (acetone), CC(=O)C (acetone). Yields the product [N+](=O)([O-])C1=CC=C(C=C1)C=1N=C(SC1)NC(OCC(Cl)(Cl)Cl)=O (2,2,2-trichloroethyl N-(4-p-nitrophenyl-2-thiazolyl)carbamate). Yield: 68.5%. RXN SMILES: [NH2:1][C:2]1[S:3][CH:4]=[C:5]([C:7]2[CH:12]=[CH:11][C:10]([N+:13]([O-:15])=[O:14])=[CH:9][CH:8]=2)[N:6]=1.C(=O)([O-])O.[Na+].Cl[C:22]([O:24][CH2:25][C:26]([Cl:29])([Cl:28])[Cl:27])=[O:23]>CC(C)=O.C(OCC)C>[N+:13]([C:10]1[CH:9]=[CH:8][C:7]([C:5]2[N:6]=[C:2]([NH:1][C:22](=[O:23])[O:24][CH2:25][C:26]([Cl:29])([Cl:28])[Cl:27])[S:3][CH:4]=2)=[CH:12][CH:11]=1)([O-:15])=[O:14] |f:1.2|. Procedure details: Into 300 ml of acetone, were added 2.2 g of 2-amino-4-p-nitrophenylthiazole and 3.0 g of sodium hydrogen carbonate. To the resulting mixture, 6.3 g of 2,2,2-trichloroethyl chloroformate in 20 ml of acetone was added dropwise, followed by a stirring for 10 hours at the reflux temperature. Inorganic substances were filtered off and the filtrate was concentrated. Any substances, which were insoluble in diethyl ether, were removed from the concentrate. A crude reaction product resulting from the rem... Reactants: C(CCCC)C1=CC=C(C=C1)C=CCCCC(=O)O (6-(p-pentylphenyl)-5-hexenoic acid). Reagents/catalysts: [Pd] (Pd/C). Product: C(CCCC)C1=CC=C(C=C1)CCCCCC(=O)O (6-(p-Pentylphenyl)hexanoic acid). Yield: 86.1%. RXN SMILES: [CH2:1]([C:6]1[CH:11]=[CH:10][C:9]([CH:12]=[CH:13][CH2:14][CH2:15][CH2:16][C:17]([OH:19])=[O:18])=[CH:8][CH:7]=1)[CH2:2][CH2:3][CH2:4][CH3:5]>[Pd]>[CH2:1]([C:6]1[CH:7]=[CH:8][C:9]([CH2:12][CH2:13][CH2:14][CH2:15][CH2:16][C:17]([OH:19])=[O:18])=[CH:10][CH:11]=1)[CH2:2][CH2:3][CH2:4][CH3:5]. Reported procedure: This compound was synthesized from 6-(p-pentylphenyl)-5-hexenoic acid (1.30 g, 5 mmol) by hydrogenation reaction using Pd/C (130 mg). Crystallization (petroleum ether) afforded the product (1.13 g, 87%) as white crystals (mp 29-30° C.), IR: 3400-2500, 1730 cm-1 ; 1H-NMR: 0.89 (t, 3H), 1.32 (m, 6H), 1.60 (m, 6H), 2.35 (t, 2H), 2.58 (m, 4H), 7.07 (s, 1H), 10.30 (bs, 1H). Anal. Calcd. for C17H26O2 : C, 77.82, H, 9.99%; Found: C, 77.56, H, 9.90%.